Dataset: the Open Reaction Database (ORD), a public repository of structured organic reaction records. Task: describe an organic reaction: reactants, conditions, products, and yield Starting materials: CCCC[N+](CCCC)(CCCC)CCCC, C1CCOC1, CSc1cc(S(N)(=O)=O)sc1[Si](C)(C)C, [F-]. Yields the product CSc1csc(S(N)(=O)=O)c1. Reaction SMILES: [CH2:17]([N+:18]([CH2:19][CH2:20][CH2:21][CH3:22])([CH2:23][CH2:24][CH2:25][CH3:26])[CH2:27][CH2:28][CH2:29][CH3:30])[CH2:31][CH2:32][CH3:33].[CH2:34]1[O:35][CH2:36][CH2:37][CH2:38]1.[CH3:1][Si:2]([c:3]1[c:4]([S:12][CH3:13])[cH:5][c:6]([S:8](=[O:9])(=[O:10])[NH2:11])[s:7]1)([CH3:14])[CH3:15].[F-:16]>>[cH:3]1[c:4]([S:12][CH3:13])[cH:5][c:6]([S:8](=[O:9])(=[O:10])[NH2:11])[s:7]1. The reactants are Cl (hydrochloric acid), CO (methanol), C(C1=CC=CC=C1)(=O)NC(C(CN([C@@H](C)C(=O)N1[C@H](C(=O)OCC2=CC=CC=C2)CCC1)C(=O)OCC1=CC=CC=C1)=O)CCCCNC(=O)OCC1=CC=CC=C1 (1-[N-[3-(Benzoylamino)-7-[[(phenylmethoxy)carbonyl]amino]-2-oxoheptyl]-N-[(phenylmethoxy)carbonyl]-L-alanyl]-L-proline, phenylmethyl ester), Cl.NCCCCC(C(CN[C@@H](C)C(=O)N1[C@H](C(=O)O)CCC1)=O)NC(C1=CC=CC=C1)=O (1-[N-[7-amino-3-(benzoylamino)-2-oxoheptyl]-L-alanyl]-L-proline, hydrochloride). Reagents/catalysts: [Pd] (Palladium on carbon). Run in C(CCC)O.C(C)(=O)O.O (n-butanol acetic acid water), C(C)O (ethanol). Yields the product Cl.Cl.NCCCCC(C(CN[C@@H](C)C(=O)N1[C@H](C(=O)O)CCC1)=O)NC(C1=CC=CC=C1)=O (1-[N-[7-Amino-3-(benzoylamino)-2-oxoheptyl]-L-alanyl]-L-proline, dihydrochloride). As a reaction SMILES: [C:1]([NH:9][CH:10]([CH2:44][CH2:45][CH2:46][CH2:47][NH:48]C(OCC1C=CC=CC=1)=O)[C:11](=[O:43])[CH2:12][N:13](C(OCC1C=CC=CC=1)=O)[C@H:14]([C:16]([N:18]1[CH2:32][CH2:31][CH2:30][C@H:19]1[C:20]([O:22]CC1C=CC=CC=1)=[O:21])=[O:17])[CH3:15])(=[O:8])[C:2]1[CH:7]=[CH:6][CH:5]=[CH:4][CH:3]=1.[ClH:59].Cl.NCCCCC(NC(=O)C1C=CC=CC=1)C(=O)CN[C@H](C(N1CCC[C@H]1C(O)=O)=O)C.CO>C(O)C.[Pd].C(O)CCC.C(O)(=O)C.O>[ClH:59].[ClH:59].[NH2:48][CH2:47][CH2:46][CH2:45][CH2:44][CH:10]([NH:9][C:1](=[O:8])[C:2]1[CH:7]=[CH:6][CH:5]=[CH:4][CH:3]=1)[C:11](=[O:43])[CH2:12][NH:13][C@H:14]([C:16]([N:18]1[CH2:32][CH2:31][CH2:30][C@H:19]1[C:20]([OH:22])=[O:21])=[O:17])[CH3:15] |f:2.3,7.8.9,10.11.12|. Reported procedure: 1-[N-[3-(Benzoylamino)-7-[[(phenylmethoxy)carbonyl]amino]-2-oxoheptyl]-N-[(phenylmethoxy)carbonyl]-L-alanyl]-L-proline, phenylmethyl ester (1.3 g., 1.6 mmole) is dissolved in ethanol (75 ml.) and aqueous hydrochloric acid (1N, 5 ml.). Palladium on carbon catalyst (10%, 450 mg.) is added and the mixture is hydrogenated at atmospheric pressure overnight. The catalyst is filtered off and the solution is evaporated in vacuo. The residue is dissolved in water and lyophilized. The lyophilate is tritur... Reactants: COC1=C(C=2C(=NON2)C=C1)C (5-methoxy-4-methyl-2,1,3-benzoxadiazole), B(Br)(Br)Br (BBr3). Solvent: ClCCCl (DCE). The product is CC1=C(C=CC2=NON=C21)O (4-methyl-2,1,3-benzoxadiazol-5-ol). RXN SMILES: C[O:2][C:3]1[CH:11]=[CH:10][C:6]2=[N:7][O:8][N:9]=[C:5]2[C:4]=1[CH3:12].B(Br)(Br)Br>ClCCCl>[CH3:12][C:4]1[C:5]2[C:6](=[N:7][O:8][N:9]=2)[CH:10]=[CH:11][C:3]=1[OH:2]. Reported procedure: To a solution of 5-methoxy-4-methyl-2,1,3-benzoxadiazole (3.00 g, 18.2 mmol) in 120 mL of DCE was added 17.6 mL of BBr3 at one portion and the mixture was stirred at reflux for 12 hours under Ar, then the solvent was removed under reduced pressure and the residue was purified by silica gel column to give 4-methyl-2,1,3-benzoxadiazol-5-ol. The reactants are S1N=CC2=C1C=CC=C2 (1,2-benzisothiazole), S(=O)(=O)(Cl)Cl (sulfuryl chloride). Run in ClC1=CC=CC=C1 (monochlorobenzene). Yields the product ClC1=NSC2=C1C=CC=C2 (3-chloro-1,2-benzisothiazole). Yield: 95.8%. RXN SMILES: [S:1]1[C:5]2[CH:6]=[CH:7][CH:8]=[CH:9][C:4]=2[CH:3]=[N:2]1.S(Cl)([Cl:13])(=O)=O>ClC1C=CC=CC=1>[Cl:13][C:3]1[C:4]2[CH:9]=[CH:8][CH:7]=[CH:6][C:5]=2[S:1][N:2]=1. Reported procedure: In a 300 ml four-necked flask equipped with a stirrer, a thermometer, and a condenser, 100 g of monochlorobenzene was placed in advance, to which 27.0 g (0.2 mol) of 1,2-benzisothiazole was added under nitrogen atmosphere. 32.4 g (0.22 mol) Of sulfuryl chloride was added dropwise thereto while stirring at a temperature of from 70° to 80° C. and allowed to react for 1 hour at the same temperature. After the termination of the reaction, the reaction mixture was subjected to distilling off of the s...